From a dataset of the Open Reaction Database (ORD), a public repository of structured organic reaction records. describe an organic reaction: reactants, conditions, products, and yield As a reaction SMILES: [CH3:28][OH:29].[CH:43]([Cl:44])([Cl:45])[Cl:46].[H:40][H:41].[O:1]1[CH:2]([O:7][CH2:8][C:9]#[C:10][n:11]2[cH:12][n:13][c:14]3[n:20][c:19]([NH:21][C:22]([C:23]([CH3:24])([CH3:25])[CH3:26])=[O:27])[cH:18][c:15]-3[c:16]2[OH:17])[CH2:3][CH2:4][CH2:5][CH2:6]1.[Pd:42].[cH:30]1[cH:31][c:32]2[c:33]([n:34][cH:35][cH:36][cH:37]2)[cH:38][cH:39]1>>[O:1]1[CH:2]([O:7][CH2:8][CH:9]=[CH:10][n:11]2[cH:12][n:13][c:14]3[n:20][c:19]([NH:21][C:22]([C:23]([CH3:24])([CH3:25])[CH3:26])=[O:27])[cH:18][c:15]-3[c:16]2[OH:17])[CH2:3][CH2:4][CH2:5][CH2:6]1. Yields the product CC(C)(C)C(=O)Nc1cc2c(O)n(C=CCOC3CCCCO3)cnc-2n1. Reactants: CO, ClC(Cl)Cl, [H][H], CC(C)(C)C(=O)Nc1cc2c(O)n(C#CCOC3CCCCO3)cnc-2n1, [Pd], c1ccc2ncccc2c1. Reactants: CC#N, COC(=O)C(C)=O, [Na+], O, O=C([O-])O, Cc1oc(-c2ccccc2)nc1Cc1cccc(CC(CO)CO)c1. The product is COC(=O)C1(C)OCC(Cc2cccc(Cc3nc(-c4ccccc4)oc3C)c2)CO1. As a reaction SMILES: [CH3:1][C:2]#[N:3].[CH3:29][O:30][C:31](=[O:32])[C:33]([CH3:34])=[O:35].[Na+:36].[OH2:41].[OH:37][C:38](=[O:39])[O-:40].[OH:4][CH2:5][CH:6]([CH2:7][c:8]1[cH:9][c:10]([CH2:11][c:12]2[n:13][c:14](-[c:18]3[cH:19][cH:20][cH:21][cH:22][cH:23]3)[o:15][c:16]2[CH3:17])[cH:24][cH:25][cH:26]1)[CH2:27][OH:28]>>[O:4]1[CH2:5][CH:6]([CH2:7][c:8]2[cH:9][c:10]([CH2:11][c:12]3[n:13][c:14](-[c:18]4[cH:19][cH:20][cH:21][cH:22][cH:23]4)[o:15][c:16]3[CH3:17])[cH:24][cH:25][cH:26]2)[CH2:27][O:28][C:33]1([C:31]([O:30][CH3:29])=[O:32])[CH3:34]. Product: Cl[Si](C)(C)C1C(=C(C2=C1SC=C2)C)C (Chloro(4,5-dimethyl-6H-cyclopenta[b]thien-6-yl)dimethylsilane). Reactants: mixture, CC1C(=CC=2SC=CC21)C (4,5-dimethyl-4H-cyclopenta[b]thiophene), CC1=C(CC=2SC=CC21)C (4,5-dimethyl-6H-cyclopenta[b]thiophene), [Li]CCCC (nBuLi), Cl[Si](C)(C)Cl (dichlorodimethylsilane). Reaction conditions: time 2 hour. RXN SMILES: [CH3:1][CH:2]1[C:9]2[CH:8]=[CH:7][S:6][C:5]=2[CH:4]=[C:3]1[CH3:10].CC1C2C=CSC=2CC=1C.[Li]CCCC.[Cl:26][Si:27](Cl)([CH3:29])[CH3:28]>C1COCC1>[Cl:26][Si:27]([CH:4]1[C:5]2[S:6][CH:7]=[CH:8][C:9]=2[C:2]([CH3:1])=[C:3]1[CH3:10])([CH3:29])[CH3:28]. Run in C1CCOC1 (THF), hexanes, C1CCOC1 (THF). Procedure details: Under an argon atmosphere, to a solution of 10.0 g (66.6 mmol) of a mixture of 4,5-dimethyl-4H-cyclopenta[b]thiophene and 4,5-dimethyl-6H-cyclopenta[b]thiophene in 150 ml of THF, 26.6 ml of 2.5 M (66.6 mmol) nBuLi in hexanes was added dropwise over 30 minutes at −60° C. This mixture was additionally stirred for 2 hours at room temperature and then added dropwise for 3 hours to a solution of 23.7 ml (25.2 g, 200 mmol) of dichlorodimethylsilane in 50 ml of THF. The resulting mixture was stirred fo... Reactants: C1CCOC1, CN(C)CCc1c[nH]c2sccc12, O=S(=O)(Cl)c1ccccc1. Product: CN(C)CCc1cn(S(=O)(=O)c2ccccc2)c2sccc12. RXN SMILES: [CH2:24]1[O:25][CH2:26][CH2:27][CH2:28]1.[CH3:1][N:2]([CH3:3])[CH2:4][CH2:5][c:6]1[c:7]2[c:8]([nH:9][cH:10]1)[s:11][cH:12][cH:13]2.[c:14]1([S:20](=[O:21])(=[O:22])[Cl:23])[cH:15][cH:16][cH:17][cH:18][cH:19]1>>[CH3:1][N:2]([CH3:3])[CH2:4][CH2:5][c:6]1[c:7]2[c:8]([n:9]([S:20]([c:14]3[cH:15][cH:16][cH:17][cH:18][cH:19]3)(=[O:21])=[O:22])[cH:10]1)[s:11][cH:12][cH:13]2. Reactants: COC(CNC[C@@H](C1CCCCC1)NC(=O)OCC1=CC=CC=C1)=O (((R)-2-Benzyloxycarbonylamino-2-cyclohexyl-ethylamino)-acetic acid methyl ester), N#N (N2). The reagents and catalysts are [Pd] (Pd). Solvent: C(Cl)Cl (CH2Cl2), CO (MeOH). Run at time 18 hour. Product: C1(CCCCC1)[C@@H]1CNCC(N1)=O ((R)-6-Cyclohexyl-piperazin-2-one). The yield is 128.3%. RXN SMILES: COC(=O)[CH2:4][NH:5][CH2:6][C@H:7]([NH:14][C:15]([O:17]CC1C=CC=CC=1)=O)[CH:8]1[CH2:13][CH2:12][CH2:11][CH2:10][CH2:9]1.N#N>CO.C(Cl)Cl.[Pd]>[CH:8]1([C@H:7]2[NH:14][C:15](=[O:17])[CH2:4][NH:5][CH2:6]2)[CH2:13][CH2:12][CH2:11][CH2:10][CH2:9]1. Procedure details: To a 2.0 L round bottom flask containing a solution of ((R)-2-Benzyloxycarbonylamino-2-cyclohexyl-ethylamino)-acetic acid methyl ester (27 g, 77 mmol) in MeOH (300 mL) under a stream of N2 was added Pd (10% on carbon, 4.1 g, 0.05 equiv). The mixture was stirred under 1.0 atm of H2 for 18 hours. The mixture was diluted with 100 mL of CH2Cl2 and filtered through Celite. The filtrate was concentrated to give crude product (R)-6-Cyclohexyl-piperazin-2-one 18 g (127%). The product, which contained im... The reactants are Cc1ccccc1, CO, O=C1NC2C=CC1C2, Cl. The product is COC(=O)C1C=CC(N)C1, Cl. RXN SMILES: [CH3:12][c:13]1[cH:14][cH:15][cH:16][cH:17][cH:18]1.[CH3:9][OH:10].[CH:1]12[NH:2][C:3](=[O:8])[CH:4]([CH:5]=[CH:6]1)[CH2:7]2.[ClH:11]>>[CH:1]1([NH2:2])[CH:6]=[CH:5][CH:4]([C:3](=[O:8])[O:10][CH3:9])[CH2:7]1.[ClH:11].